This data is from the Open Reaction Database (ORD), a public repository of structured organic reaction records. The task is: describe an organic reaction: reactants, conditions, products, and yield The reactants are CC(=O)OI1(C=2C=CC=CC2C(=O)O1)(OC(=O)C)OC(=O)C (Dess-Martin periodinane), FC(C=1C=C(C=C(C1)C(F)(F)F)[C@@H](C)O[C@H]1OCC[C@H]([C@@H]1C1=CC=C(C=C1)F)CN1CCC2([C@@H](COC2)O)CC1)(F)F ((4S)-8-[(2R,3R,4R)-2-[(1R)-1-(3,5-Bis(trifluoromethyl)phenyl)ethoxy]-3-(4-fluorophenyl)-tetrahydropyran-4-yl]methyl-2-oxa-8-aza-spiro[4.5]decan-4-ol). Run in ClCCl (dichloromethane). Run at time 4 hour. Yields the product FC(C=1C=C(C=C(C1)C(F)(F)F)[C@@H](C)O[C@H]1OCC[C@H]([C@@H]1C1=CC=C(C=C1)F)CN1CCC2(C(COC2)=O)CC1)(F)F (8-[(2R,3R,4R)-2-[(1R)-1-(3,5-Bis(trifluoromethyl)phenyl)ethoxy]-3-(4-fluorophenyl)-tetrahydropyran-4-yl]methyl-2-oxa-8-aza-spiro[4.5]decan-4-one). The yield is 60.4%. Reaction SMILES: CC(OI1(OC(C)=O)(OC(C)=O)OC(=O)C2C=CC=CC1=2)=O.[F:23][C:24]([F:64])([F:63])[C:25]1[CH:26]=[C:27]([C@H:35]([O:37][C@@H:38]2[C@@H:43]([C:44]3[CH:49]=[CH:48][C:47]([F:50])=[CH:46][CH:45]=3)[C@H:42]([CH2:51][N:52]3[CH2:62][CH2:61][C:55]4([CH2:59][O:58][CH2:57][C@H:56]4[OH:60])[CH2:54][CH2:53]3)[CH2:41][CH2:40][O:39]2)[CH3:36])[CH:28]=[C:29]([C:31]([F:34])([F:33])[F:32])[CH:30]=1>ClCCl>[F:64][C:24]([F:23])([F:63])[C:25]1[CH:26]=[C:27]([C@H:35]([O:37][C@@H:38]2[C@@H:43]([C:44]3[CH:49]=[CH:48][C:47]([F:50])=[CH:46][CH:45]=3)[C@H:42]([CH2:51][N:52]3[CH2:53][CH2:54][C:55]4([CH2:59][O:58][CH2:57][C:56]4=[O:60])[CH2:61][CH2:62]3)[CH2:41][CH2:40][O:39]2)[CH3:36])[CH:28]=[C:29]([C:31]([F:32])([F:33])[F:34])[CH:30]=1. Procedure details: Dess-Martin periodinane (0.6 g, 1.4 mmol) was added to a solution of (4S)-8-[(2R,3R,4R)-2-[(1R)-1-(3,5-bis(trifluoromethyl)phenyl)ethoxy]-3-(4-fluorophenyl)-tetrahydropyran-4-yl]methyl-2-oxa-8-aza-spiro[4.5]decan-4-ol (Example 3; 0.85 g, 1.4 mmol) in dichloromethane (20 ml). The mixture was stirred at room temperature for 4 hours then quenched by addition of saturated sodium hydrogen carbonate. After 30 minutes the mixture was partitioned between water and dichloromethane. The organic extracts w... Starting materials: Cl.ClC1=CC=C(C=C1)C1(CCN(CC1)[C@@H]1CNC[C@H]1O)O (trans-4-(4-chloro-phenyl)-1-(4-hydroxy-pyrrolidin-3-yl)-piperidin-4-ol hydrochloride), ClC1=NC(=NC(=C1C)C)C(F)(F)F (4-chloro-5,6-dimethyl-2-trifluoromethyl-pyrimidine), C(C)(C)N(CC)C(C)C (diisopropylethylamine). Solvent: CN(C)C=O (DMF). The product is ClC1=CC=C(C=C1)C1(CCN(CC1)C1CN(CC1O)C1=NC(=NC(=C1C)C)C(F)(F)F)O (4-(4-Chloro-phenyl)-1-[1-(5,6-dimethyl-2-trifluoromethyl-pyrimidin-4-yl)-4-hydroxy-pyrrolidin-3-yl]-piperidin-4-ol). RXN SMILES: Cl.[Cl:2][C:3]1[CH:8]=[CH:7][C:6]([C:9]2([OH:21])[CH2:14][CH2:13][N:12]([C@H:15]3[C@H:19]([OH:20])[CH2:18][NH:17][CH2:16]3)[CH2:11][CH2:10]2)=[CH:5][CH:4]=1.Cl[C:23]1[C:28]([CH3:29])=[C:27]([CH3:30])[N:26]=[C:25]([C:31]([F:34])([F:33])[F:32])[N:24]=1.C(N(C(C)C)CC)(C)C>CN(C=O)C>[Cl:2][C:3]1[CH:8]=[CH:7][C:6]([C:9]2([OH:21])[CH2:14][CH2:13][N:12]([CH:15]3[CH:19]([OH:20])[CH2:18][N:17]([C:23]4[C:28]([CH3:29])=[C:27]([CH3:30])[N:26]=[C:25]([C:31]([F:33])([F:34])[F:32])[N:24]=4)[CH2:16]3)[CH2:11][CH2:10]2)=[CH:5][CH:4]=1 |f:0.1|. Reported procedure: The title compound was prepared following general procedures described above from trans-4-(4-chloro-phenyl)-1-(4-hydroxy-pyrrolidin-3-yl)-piperidin-4-ol hydrochloride and 4-chloro-5,6-dimethyl-2-trifluoromethyl-pyrimidine in the presence of diisopropylethylamine and DMF. 1H-NMR (300 MHz, DMSO): δ 1.58 (2H, m), 1.89 (2H, m), 2.40 (3H, s), 2.60 (3H, m), 2.95 (2H, m), 3.32 (1H, m), 3.44 (1H, m), 3.80 (2H, m), 4.32 (1H, m), 4.90 (1H, s), 5.20 (1H, d), 6.92 (1H, s), 7.42 (4H, dd). Retention Time (LC,... Starting materials: NC=1NC2=C(N1)C=CC=C2 (2-aminobenzimidazole), Mercuric chloride, [Na] (sodium), C(#N)NC(=S)NC1=CC=CC=C1 (N-cyano-N'-phenyl thiourea). Reaction conditions: time 16 hour. The product is NC=1N=C2NC3=C(N2C(N1)=NC1=CC=CC=C1)C=CC=C3 (2-Amino-4-phenylimino-4H-1,3,5-triazino[1,2-a]benzimidazole). Yield: 27.8%. As a reaction SMILES: [NH2:1][C:2]1[NH:3][C:4]2[CH:10]=[CH:9][CH:8]=[CH:7][C:5]=2[N:6]=1.[Na].[C:12]([NH:14][C:15]([NH:17][C:18]1[CH:23]=[CH:22][CH:21]=[CH:20][CH:19]=1)=S)#[N:13]>>[NH2:13][C:12]1[N:1]=[C:2]2[N:6]([C:15](=[N:17][C:18]3[CH:23]=[CH:22][CH:21]=[CH:20][CH:19]=3)[N:14]=1)[C:5]1[CH:7]=[CH:8][CH:9]=[CH:10][C:4]=1[NH:3]2 |^1:10|. Reported procedure: A suspension of 2-aminobenzimidazole (10.0 g) and the sodium salt of N-cyano-N'-phenyl thiourea (7.5 g) was stirred at room temperature for 30 minutes. Mercuric chloride (10.2 g) was added and stirring continued for 16 h. The mixture was filtered and the filtrate evaporated to a gum. A solution of the gum in methanol soon yielded a solid (3.25 g). The solid was collected, suspended in tetrahydrofuran and hydrogen sulphide added until no further black precipitate formed. The mixture was filtered ... The reactants are CC(C)O, OCC1CC(c2nc(-c3ccc4ccc(-c5ccccc5)nc4c3)c3c(Cl)nccn23)C1, N. The product is Nc1nccn2c(C3CC(CO)C3)nc(-c3ccc4ccc(-c5ccccc5)nc4c3)c12. RXN SMILES: [CH:34]([OH:35])([CH3:36])[CH3:37].[Cl:1][c:2]1[c:3]2[n:4]([cH:5][cH:6][n:7]1)[c:8]([CH:27]1[CH2:28][CH:29]([CH2:31][OH:32])[CH2:30]1)[n:9][c:10]2-[c:11]1[cH:12][cH:13][c:14]2[cH:15][cH:16][c:17](-[c:21]3[cH:22][cH:23][cH:24][cH:25][cH:26]3)[n:18][c:19]2[cH:20]1.[NH3:33]>>[c:2]1([NH2:33])[c:3]2[n:4]([cH:5][cH:6][n:7]1)[c:8]([CH:27]1[CH2:28][CH:29]([CH2:31][OH:32])[CH2:30]1)[n:9][c:10]2-[c:11]1[cH:12][cH:13][c:14]2[cH:15][cH:16][c:17](-[c:21]3[cH:22][cH:23][cH:24][cH:25][cH:26]3)[n:18][c:19]2[cH:20]1. Reactants: [Li+].[OH-] (LiOH), CC1=C(N=C(O1)C1=CC=C(C=C1)C)CCOC=1C=C2CC[C@H](C2=CC1)[C@@H](C(=O)OC)CC (methyl(2S)-2-((1S)-5-{2-[5-methyl-2-(4-methylphenyl)-1,3-oxazol-4-yl]ethoxy}-2,3-dihydro-1H-inden-1-yl)butanoate), [Li+].[OH-] (LiOH), [Li+].[OH-] (LiOH), CCOC(=O)C.CCCCCC (EtOAc hexane), ester. Run in O (water), CO (MeOH), C1CCOC1 (THF), O (water), O (water). Reaction conditions: temperature 60 celsius, time 2 hour. The product is CC1=C(N=C(O1)C1=CC=C(C=C1)C)CCOC=1C=C2CC[C@H](C2=CC1)[C@@H](C(=O)O)CC ((2S)-2-((1S)-5-{2-[5-methyl-2-(4-methylphenyl)-1,3-oxazol-4-yl]ethoxy}-2,3-dihydro-1H-inden-1-yl)butanoic acid). As a reaction SMILES: [Li+].[OH-].[CH3:3][C:4]1[O:8][C:7]([C:9]2[CH:14]=[CH:13][C:12]([CH3:15])=[CH:11][CH:10]=2)=[N:6][C:5]=1[CH2:16][CH2:17][O:18][C:19]1[CH:20]=[C:21]2[C:25](=[CH:26][CH:27]=1)[C@H:24]([C@H:28]([CH2:33][CH3:34])[C:29]([O:31]C)=[O:30])[CH2:23][CH2:22]2.CCOC(C)=O.CCCCCC>O.CO.C1COCC1>[CH3:3][C:4]1[O:8][C:7]([C:9]2[CH:10]=[CH:11][C:12]([CH3:15])=[CH:13][CH:14]=2)=[N:6][C:5]=1[CH2:16][CH2:17][O:18][C:19]1[CH:20]=[C:21]2[C:25](=[CH:26][CH:27]=1)[C@H:24]([C@H:28]([CH2:33][CH3:34])[C:29]([OH:31])=[O:30])[CH2:23][CH2:22]2 |f:0.1,3.4|. Procedure details: To a solution of LiOH (90.4 g, 3.76 mol) in 1.3 L water and 1.3 L MeOH, was added a solution of the ester prepared in Example 11 (325 g, 0.75 mol) in 3.9 L THF at rt. The solution turned cloudy. This mixture was heated at 60° C. (pot temperature) for 4 hours, and TLC (50% EtOAc/hexane) analysis showed ca. 50% conversion. A solution of LiOH (30.1 g, 1.25 mol) in water (200 mL) was added to the reaction mixture. After 2 hours, TLC analysis showed ca. 85% reaction. Again, a solution of LiOH (30.1 g... Reactants: ClC1=C(C=CC=C1)C1=NC=C(C=N1)NC1=C(C(=O)O)C=C(C=C1)C1CC1 (2-(2-(2-chlorophenyl)pyrimidin-5-ylamino)-5-cyclopropylbenzoic acid), C1(CC1)B(O)O (cyclopropylboronic acid), [O-]P(=O)([O-])[O-].[K+].[K+].[K+] (K3PO4), C1(CCCCC1)P(C1CCCCC1)C1CCCCC1 (PCy3), Pd(AcO)2, crude mixture. The solvent is O (water), C1(=CC=CC=C1)C.O (toluene water). Conditions: temperature 110 celsius. The product is C1(CC1)C=1C=CC(=C(C(=O)O)C1)NC=1C=NC(=NC1)C1=C(C=CC=C1)C1CC1 (5-Cyclopropyl-2-(2-(2-cyclopropylphenyl)pyrimidin-5-ylamino)benzoic acid). RXN SMILES: Cl[C:2]1[CH:7]=[CH:6][CH:5]=[CH:4][C:3]=1[C:8]1[N:13]=[CH:12][C:11]([NH:14][C:15]2[CH:23]=[CH:22][C:21]([CH:24]3[CH2:26][CH2:25]3)=[CH:20][C:16]=2[C:17]([OH:19])=[O:18])=[CH:10][N:9]=1.[CH:27]1(B(O)O)[CH2:29][CH2:28]1.[O-]P([O-])([O-])=O.[K+].[K+].[K+].C1(P(C2CCCCC2)C2CCCCC2)CCCCC1>C1(C)C=CC=CC=1.O.O>[CH:24]1([C:21]2[CH:22]=[CH:23][C:15]([NH:14][C:11]3[CH:10]=[N:9][C:8]([C:3]4[CH:4]=[CH:5][CH:6]=[CH:7][C:2]=4[CH:27]4[CH2:29][CH2:28]4)=[N:13][CH:12]=3)=[C:16]([CH:20]=2)[C:17]([OH:19])=[O:18])[CH2:26][CH2:25]1 |f:2.3.4.5,7.8|. Procedure: In a schlenck tube, a mixture of 2-(2-(2-chlorophenyl)pyrimidin-5-ylamino)-5-cyclopropylbenzoic acid (0.55 mmol, 0.200 g), cyclopropylboronic acid (0.71 mmol, 0.061 g), K3PO4 (1.86 mmol, 0.395 g), PCy3 (0.05 mmol, 0.015 g) and Pd(AcO)2 (0.03 mmol, 0.006 g) in a mixture of toluene/water 6:1 (6 ml) was heated at 110° C. for 72 hours, under argon atmosphere. The crude mixture was poured into water and extracted with ethyl acetate. The organic phase was dried over MgSO4, filtered and the solvent rem... The reactants are C([O-])([O-])=O.[Na+].[Na+] (sodium carbonate), 9,9-di-n-octylfluorene 2,7-di(ethyleneboronate), monomer ( 1 ), BrC1=CC=2C(C3=CC(=CC=C3C2C=C1)Br)(CCCCCCCC)CCCCCCCC (2,7-dibromo-9,9-di-n-octylfluorene), BrC1=CC=2C(C3=CC(=CC=C3C2C=C1)Br)(CCCCCCCC)CCCCCCCC (2,7-dibromo-9,9-di-n-octylfluorene), BrC1=CC=CC=C1 (bromobenzene), CO (methanol), phenyl ethyleneboronate. Reagents/catalysts: CCCCCCCC[N+](C)(CCCCCCCC)CCCCCCCC.[Cl-] (Aliquat® 336), C=1C=CC(=CC1)[P](C=2C=CC=CC2)(C=3C=CC=CC3)[Pd]([P](C=4C=CC=CC4)(C=5C=CC=CC5)C=6C=CC=CC6)([P](C=7C=CC=CC7)(C=8C=CC=CC8)C=9C=CC=CC9)[P](C=1C=CC=CC1)(C=1C=CC=CC1)C=1C=CC=CC1 (tetrakis(triphenylphosphine)palladium). Solvent: C1(=CC=CC=C1)C (toluene), C1(=CC=CC=C1)C (toluene), C1(=CC=CC=C1)C (toluene), O (water). Run at temperature 60 celsius, time 15 hour. The product is C(CCCCCCC)C1(C2=CC=CC=C2C=2C=CC=CC12)CCCCCCCC (9,9-di-n-octylfluorene). Isolated yield 100.0%. RXN SMILES: Br[C:2]1[CH:14]=[CH:13][C:12]2[C:11]3[C:6](=[CH:7][C:8](Br)=[CH:9][CH:10]=3)[C:5]([CH2:24][CH2:25][CH2:26][CH2:27][CH2:28][CH2:29][CH2:30][CH3:31])([CH2:16][CH2:17][CH2:18][CH2:19][CH2:20][CH2:21][CH2:22][CH3:23])[C:4]=2[CH:3]=1.C(=O)([O-])[O-].[Na+].[Na+].BrC1C=CC=CC=1.CO>C1(C)C=CC=CC=1.CCCCCCCC[N+](CCCCCCCC)(CCCCCCCC)C.[Cl-].C1C=CC([P]([Pd]([P](C2C=CC=CC=2)(C2C=CC=CC=2)C2C=CC=CC=2)([P](C2C=CC=CC=2)(C2C=CC=CC=2)C2C=CC=CC=2)[P](C2C=CC=CC=2)(C2C=CC=CC=2)C2C=CC=CC=2)(C2C=CC=CC=2)C2C=CC=CC=2)=CC=1.O>[CH2:24]([C:5]1([CH2:16][CH2:17][CH2:18][CH2:19][CH2:20][CH2:21][CH2:22][CH3:23])[C:4]2[CH:3]=[CH:2][CH:14]=[CH:13][C:12]=2[C:11]2[C:6]1=[CH:7][CH:8]=[CH:9][CH:10]=2)[CH2:25][CH2:26][CH2:27][CH2:28][CH2:29][CH2:30][CH3:31] |f:1.2.3,7.8,^1:84,86,105,124|. Procedure details: To a mixture of 9,9-di-n-octylfluorene-2,7-di(ethyleneboronate) (monomer (1)), R=n-octyl, 15.8 g, 29.49 mmol), 2,7-dibromo-9,9-di-n-octylfluorene (16.18 g, 29.49 mmol, (monomer (2)), R=n-octyl) in toluene (130 mL) under nitrogen is added Aliquat® 336 (1.5 g, 3.7 mmol), tetrakis(triphenylphosphine)palladium (0.18 g, 0.15 mmol), and 2M aqueous sodium carbonate (50 mL, 100 mmol). The mixture is stirred vigorously and heated at gentle reflux for 2 hours when a viscous reaction mixture is observed. A... Starting materials: Cc1nc2sccn2c1C(=O)NCC1NCC2CCCC21, Cc1nc(C(=O)O)c(-c2ccc(F)c(F)c2)s1. Yields the product Cc1nc(C(=O)N2CC3CCCC3C2CNC(=O)c2c(C)nc3sccn23)c(-c2ccc(F)c(F)c2)s1. As a reaction SMILES: [CH:1]12[CH:2]([CH2:9][NH:10][C:11](=[O:12])[c:13]3[c:14]([CH3:21])[n:15][c:16]4[s:17][cH:18][cH:19][n:20]34)[NH:3][CH2:4][CH:5]1[CH2:6][CH2:7][CH2:8]2.[F:22][c:23]1[cH:24][c:25](-[c:30]2[c:31]([C:36](=[O:37])[OH:38])[n:32][c:33]([CH3:35])[s:34]2)[cH:26][cH:27][c:28]1[F:29]>>[CH:1]12[CH:2]([CH2:9][NH:10][C:11](=[O:12])[c:13]3[c:14]([CH3:21])[n:15][c:16]4[s:17][cH:18][cH:19][n:20]34)[N:3]([C:36]([c:31]3[c:30](-[c:25]4[cH:24][c:23]([F:22])[c:28]([F:29])[cH:27][cH:26]4)[s:34][c:33]([CH3:35])[n:32]3)=[O:37])[CH2:4][CH:5]1[CH2:6][CH2:7][CH2:8]2. Starting materials: C1CNCCN1, Nc1cc(Cl)ccc1[N+](=O)[O-], [K+], [K+], O=C([O-])[O-], CN(C)C=O. Yields the product Nc1cc(N2CCNCC2)ccc1[N+](=O)[O-]. RXN SMILES: [CH2:12]1[CH2:13][NH:14][CH2:15][CH2:16][NH:17]1.[Cl:1][c:2]1[cH:3][cH:4][c:5]([N+:9](=[O:10])[O-:11])[c:6]([NH2:8])[cH:7]1.[K+:18].[K+:19].[O-:20][C:21]([O-:22])=[O:23].[O:24]=[CH:25][N:26]([CH3:27])[CH3:28]>>[c:2]1([N:14]2[CH2:13][CH2:12][NH:17][CH2:16][CH2:15]2)[cH:3][cH:4][c:5]([N+:9](=[O:10])[O-:11])[c:6]([NH2:8])[cH:7]1.